From a dataset of the Open Reaction Database (ORD), a public repository of structured organic reaction records. describe an organic reaction: reactants, conditions, products, and yield Reactants: CN(C1=CC=C(C=C1)C=CC1=CC=C(C=C1)S(=O)(=O)CCCOC(=O)C1COCCC1)C (4-dimethylamino-4'-[(3-tetrahydropyranoyloxy)-1-propylsulfonyl]stilbene), yellow oil, CC1=CC=C(C=C1)S(=O)(=O)CCCOC1OCCCC1 (3-(4-Methylphenyl)sulfonyl-1-tetrahydropyranyloxypropane), COC1=C(C=O)C(=CC(=C1)OC)OC (2,4,6-trimethoxybenzaldehyde). The solvent is ClCCl.C(C)(=O)OCC (dichloromethane ethyl acetate). The product is COC1=C(C(=CC(=C1)OC)OC)C=CC1=CC=C(C=C1)S(=O)(=O)CCCOC1COCCC1 (2,4,6-Trimethoxy-4'-[(3-tetrahydropyranyloxy)-1-propylsulfonyl]stilbene). As a reaction SMILES: CN(C)C1C=CC(C=CC2C=CC(S(CC[CH2:22][O:23]C(C3CCCOC3)=O)(=O)=O)=CC=2)=CC=1.[CH3:33][C:34]1[CH:39]=[CH:38][C:37]([S:40]([CH2:43][CH2:44][CH2:45][O:46][CH:47]2[CH2:52][CH2:51][CH2:50]CO2)(=[O:42])=[O:41])=[CH:36][CH:35]=1.[CH3:53][O:54][C:55]1[CH:62]=[C:61]([O:63][CH3:64])[CH:60]=[C:59]([O:65][CH3:66])[C:56]=1[CH:57]=O>ClCCl.C(OCC)(=O)C>[CH3:53][O:54][C:55]1[CH:62]=[C:61]([O:63][CH3:64])[CH:60]=[C:59]([O:65][CH3:66])[C:56]=1[CH:57]=[CH:33][C:34]1[CH:35]=[CH:36][C:37]([S:40]([CH2:43][CH2:44][CH2:45][O:46][CH:47]2[CH2:52][CH2:51][CH2:50][O:23][CH2:22]2)(=[O:41])=[O:42])=[CH:38][CH:39]=1 |f:3.4|. Procedure: As in Example 3a 2.98 g (10 mmol) of 2a and 2.16 g (11 mmol) of 2,4,6-trimethoxybenzaldehyde give, after column chromatography [silica gel; dichloromethane/ethyl acetate mixtures], 1.28 g (27%) of yellow oil.